This data is from the Open Reaction Database (ORD), a public repository of structured organic reaction records. The task is: describe an organic reaction: reactants, conditions, products, and yield Starting materials: C(CC1=CC=CC=C1)S (phenethyl mercaptan), CN(C)C=O (DMF), C1(=CC=CC=C1)O (phenol), C1CCOC1 (THF). The product is C(C(C)C)[C@@H]1NC(O[C@H]1CCOC1=CC=CC=C1)=O (4(S)-Isobutyl-5(S)-(2-phenoxyethyl)-2-oxazolidinone). Isolated yield 54.0%. Reaction SMILES: C(S)[CH2:2][C:3]1[CH:8]=CC=C[CH:4]=1.[C:10]1([OH:16])[CH:15]=[CH:14][CH:13]=[CH:12][CH:11]=1.[CH2:17]1C[O:20][CH2:19][CH2:18]1.C[N:23]([CH:25]=[O:26])[CH3:24]>>[CH2:8]([C@H:24]1[C@H:19]([CH2:18][CH2:17][O:16][C:10]2[CH:15]=[CH:14][CH:13]=[CH:12][CH:11]=2)[O:20][C:25](=[O:26])[NH:23]1)[CH:3]([CH3:2])[CH3:4]. Procedure: Using the procedure of example 4 but changing phenethyl mercaptan to phenol and THF to DMF gave the desired compound in 54% yield. Mass spectrum: M+ =264. Starting materials: ClC=1C=C(CC2=NC3=CC(=CC=C3C(N2)=O)C(=O)OC)C=CC1Cl (methyl 2-(3,4-dichlorobenzyl)-4-oxo-3,4-dihydroquinazoline-7-carboxylate), [OH-].[Na+] (sodium hydroxide), Cl (hydrochloric acid). The solvent is O (water). The product is ClC=1C=C(CC2=NC3=CC(=CC=C3C(N2)=O)C(=O)O)C=CC1Cl (2-(3,4-Dichlorobenzyl)-4-oxo-3,4-dihydroquinazoline-7-carboxylic acid). The yield is 103.0%. Reaction SMILES: [Cl:1][C:2]1[CH:3]=[C:4]([CH:21]=[CH:22][C:23]=1[Cl:24])[CH2:5][C:6]1[NH:15][C:14](=[O:16])[C:13]2[C:8](=[CH:9][C:10]([C:17]([O:19]C)=[O:18])=[CH:11][CH:12]=2)[N:7]=1.[OH-].[Na+].Cl>O>[Cl:1][C:2]1[CH:3]=[C:4]([CH:21]=[CH:22][C:23]=1[Cl:24])[CH2:5][C:6]1[NH:15][C:14](=[O:16])[C:13]2[C:8](=[CH:9][C:10]([C:17]([OH:19])=[O:18])=[CH:11][CH:12]=2)[N:7]=1 |f:1.2|. Procedure details: A mixture of 100 mg of methyl 2-(3,4-dichlorobenzyl)-4-oxo-3,4-dihydroquinazoline-7-carboxylate which was synthesized in Production Example 2, 0.5 mL of 1N sodium hydroxide and 1 mL of water was heated under reflux for about 3 hours. After cooling off, 1N hydrochloric acid was added to the reaction solution to render the latter acidic, and the resulting precipitate was recovered by filtration and dried to provide 99 mg of the title compound. Reactants: O=C([O-])[O-], CCN(CC)C(=O)c1cccc2c(CC(C)N3CC(c4cccc(Cl)c4)OC3=O)c[nH]c12, CI, CC(C)=O, [K+], [K+]. The product is CCN(CC)C(=O)c1cccc2c(CC(C)N3CC(c4cccc(Cl)c4)OC3=O)cn(C)c12. Reaction SMILES: [C:35](=[O:36])([O-:37])[O-:38].[CH2:1]([CH3:2])[N:3]([C:4](=[O:5])[c:6]1[cH:7][cH:8][cH:9][c:10]2[c:11]([CH2:15][CH:16]([CH3:17])[N:18]3[C:19](=[O:30])[O:20][CH:21]([c:23]4[cH:24][c:25]([Cl:29])[cH:26][cH:27][cH:28]4)[CH2:22]3)[cH:12][nH:13][c:14]12)[CH2:31][CH3:32].[CH3:33][I:34].[CH3:41][C:42](=[O:43])[CH3:44].[K+:39].[K+:40]>>[CH2:1]([CH3:2])[N:3]([C:4](=[O:5])[c:6]1[cH:7][cH:8][cH:9][c:10]2[c:11]([CH2:15][CH:16]([CH3:17])[N:18]3[C:19](=[O:30])[O:20][CH:21]([c:23]4[cH:24][c:25]([Cl:29])[cH:26][cH:27][cH:28]4)[CH2:22]3)[cH:12][n:13]([CH3:35])[c:14]12)[CH2:31][CH3:32].